This data is from the Open Reaction Database (ORD), a public repository of structured organic reaction records. The task is: describe an organic reaction: reactants, conditions, products, and yield The reactants are C(#N)C1=C(C=C(O1)C(=O)OC)NN=C(C1=CC=CC=C1)C1=CC=CC=C1 (methyl 5-cyano-4-[2-(diphenylmethylene)hydrazino]-2-furoate), S(O)(O)(=O)=O (sulfuric acid), C(CC)O (n-propanol). Reaction conditions: time 4 hour. Product: NC=1C2=C(NN1)C=C(O2)C(=O)OCCC (Propyl 3-amino-1H-furo[3,2-c]pyrazole-5-carboxylate). Reaction SMILES: [C:1]([C:3]1[O:7][C:6]([C:8]([O:10][CH3:11])=[O:9])=[CH:5][C:4]=1[NH:12][N:13]=C(C1C=CC=CC=1)C1C=CC=CC=1)#[N:2].S(=O)(=O)(O)O.[CH2:32](O)[CH2:33]C>>[NH2:2][C:1]1[C:3]2[O:7][C:6]([C:8]([O:10][CH2:11][CH2:32][CH3:33])=[O:9])=[CH:5][C:4]=2[NH:12][N:13]=1. Procedure details: To a solution of 56.01 g (0.1624 mol) of methyl 5-cyano-4-[2-(diphenylmethylene)hydrazino]-2-furoate in 1.12 L of n-propanol was slowly added 115 mL (2.1 mol) of 98% sulfuric acid. The resulting mixture was refluxed for 2 hours obtaining a clear brown solution. The reaction mass was concentrated under reduced pressure to a small volume, cooled to 0/+4° C. and slowly diluted with 1.1 L of 25% trisodium citrate dihydrate solution over a period of 90 min. under efficient stirring. The mixture (pH=4... The reactants are C(C)(C)(C)OC(=O)N1CC(CCC1)(C(=O)O)C1=NC(=CN=C1)Cl (3-(6-chloro-pyrazin-2-yl)-piperidine-1,3-dicarboxylic acid 1-tert-butyl ester). The solvent is CC=1C=CC=CC1C (o-xylene), CC(=O)N(C)C (DMA). The product is C(C)(C)(C)OC(=O)N1CC(CCC1)C1=NC(=CN=C1)Cl (3-(6-Chloro-pyrazin-2-yl)-piperidine-1-carboxylic acid tert-butyl ester). Yield: 44.9%. Reaction SMILES: [C:1]([O:5][C:6]([N:8]1[CH2:13][CH2:12][CH2:11][C:10]([C:17]2[CH:22]=[N:21][CH:20]=[C:19]([Cl:23])[N:18]=2)(C(O)=O)[CH2:9]1)=[O:7])([CH3:4])([CH3:3])[CH3:2]>CC1C=CC=CC=1C.CC(N(C)C)=O>[C:1]([O:5][C:6]([N:8]1[CH2:13][CH2:12][CH2:11][CH:10]([C:17]2[CH:22]=[N:21][CH:20]=[C:19]([Cl:23])[N:18]=2)[CH2:9]1)=[O:7])([CH3:4])([CH3:2])[CH3:3]. Procedure details: A solution of 3-(6-chloro-pyrazin-2-yl)-piperidine-1,3-dicarboxylic acid 1-tert-butyl ester (46 g) in o-xylene (300 mL) and DMA (30 mL) was heated under reflux for 5 hrs. After cooling to room temperature, it was washed with brine (200 mL×2). The organic layer was then dried over anhy. Na2SO4, filtered, and concentrated in vacuo. The residue obtained was then purified on a silica gel column eluting with EA:DCM:Hex=1:1:3 to give the title compound (18 g) as a white solid. MS: 298.7 (M+H+). The reactants are FC(OC=1C=C(CN(C(=O)C=2N=CN(C2)C)CC2C3CN(CC23)CC(=O)OCC2=CC=CC=C2)C=CC1)(F)F (benzyl 2-(6-((N-(3-(trifluoromethoxy)benzyl)-1-methyl-1H-imidazole-4-carboxamido)methyl)-3-aza-bicyclo[3.1.0]hexan-3-yl)acetate). The reagents and catalysts are [OH-].[OH-].[Pd+2] (palladium hydroxide on carbon). Run in CO (CH3OH). Conditions: time 1 hour. Product: FC(OC=1C=C(CN(C(=O)C=2N=CN(C2)C)CC2C3CN(CC23)CC(=O)O)C=CC1)(F)F (2-(6-((N-(3-(trifluoromethoxy)benzyl)-1-methyl-1H-imidazole-4-carboxamido)methyl)-3-aza-bicyclo[3.1.0]hexan-3-yl)acetic acid). The yield is 100.3%. Reaction SMILES: [F:1][C:2]([F:39])([F:38])[O:3][C:4]1[CH:5]=[C:6]([CH:35]=[CH:36][CH:37]=1)[CH2:7][N:8]([CH2:17][CH:18]1[CH:23]2[CH:19]1[CH2:20][N:21]([CH2:24][C:25]([O:27]CC1C=CC=CC=1)=[O:26])[CH2:22]2)[C:9]([C:11]1[N:12]=[CH:13][N:14]([CH3:16])[CH:15]=1)=[O:10]>CO.[OH-].[OH-].[Pd+2]>[F:39][C:2]([F:1])([F:38])[O:3][C:4]1[CH:5]=[C:6]([CH:35]=[CH:36][CH:37]=1)[CH2:7][N:8]([CH2:17][CH:18]1[CH:19]2[CH:23]1[CH2:22][N:21]([CH2:24][C:25]([OH:27])=[O:26])[CH2:20]2)[C:9]([C:11]1[N:12]=[CH:13][N:14]([CH3:16])[CH:15]=1)=[O:10] |f:2.3.4|. Reported procedure: To a par bottle charged with benzyl 2-(6-((N-(3-(trifluoromethoxy)benzyl)-1-methyl-1H-imidazole-4-carboxamido)methyl)-3-aza-bicyclo[3.1.0]hexan-3-yl)acetate (2.7 gm, 5.07 mmol) in 80 mL CH3OH, was added 300 mg palladium hydroxide on carbon (20%). The mixture was hydrogenated under 40 psi H2 at room temperature for 1 hour. The mixture was filtered over a celite, the celite pad was washed with CH3OH and the resulting solution was concentrated to yield 2.3 gm of 2-(6-((N-(3-(trifluoromethoxy)benzyl... Starting materials: C(C=C)OC(=O)N=C1CC[C@H](N1C)C=O ((2S)-5-allyloxycarbonylimino-2-formyl-1-methylpyrrolidine), C1(=CC=CC=C1)P(=C(C(C)=O)C)(C1=CC=CC=C1)C1=CC=CC=C1 (3-triphenylphosphoranylidenebutan-2-one). The solvent is C1(=CC=CC=C1)C (toluene). Conditions: temperature 80 celsius, time 2 hour. Product: C(C=C)OC(=O)N=C1CC[C@H](N1C)C=C(C(C)=O)C ((2S)-5-allyloxycarbonylimino-1-methyl-2-(2-methyl-3-oxo-1-butenyl)pyrrolidine). RXN SMILES: [CH2:1]([O:4][C:5]([N:7]=[C:8]1[N:12]([CH3:13])[C@H:11]([CH:14]=O)[CH2:10][CH2:9]1)=[O:6])[CH:2]=[CH2:3].C1(P(C2C=CC=CC=2)(C2C=CC=CC=2)=[C:23]([CH3:27])[C:24](=[O:26])[CH3:25])C=CC=CC=1>C1(C)C=CC=CC=1>[CH2:1]([O:4][C:5]([N:7]=[C:8]1[N:12]([CH3:13])[C@H:11]([CH:14]=[C:23]([CH3:27])[C:24](=[O:26])[CH3:25])[CH2:10][CH2:9]1)=[O:6])[CH:2]=[CH2:3]. Procedure details: To a solution of (2S)-5-allyloxycarbonylimino-2-formyl-1-methylpyrrolidine (0.46 g) in toluene (20 ml) was added 3-triphenylphosphoranylidenebutan-2-one and the mixture was stirred at 80° C. for 2 hours. The solvent was evaporated and the residue was chromatographed on silica gel eluting with a mixture of n-hexane and ethyl acetate (1:2 V/V) to give (2S)-5-allyloxycarbonylimino-1-methyl-2-(2-methyl-3-oxo-1-butenyl)pyrrolidine (0.54 g). Reactants: NC1=CC(=C(C=C1)NC1=C(C(N(C=2N=CNC(C21)=O)C)=O)C)F (5-(4-Amino-2-fluorophenylamino)-6,8-dimethylpyrido[2,3-d]pyrimidine-4,7(3H,8H)-dione), Cl (HCl), N(=O)[O-].[Na+] (Sodium nitrite), [I-].[K+] (Potassium iodide). Reagents/catalysts: II (iodine). Run in O (water), O (water), C(C)(=O)O (acetic acid), O (water). Reaction conditions: time 20 minute. Yields the product FC1=C(C=CC(=C1)I)NC1=C(C(N(C=2N=CNC(C21)=O)C)=O)C (5-(2-Fluoro-4-iodophenylamino)-6,8-dimethylpyrido[2,3-d]pyrimidine-4,7(3H,8H)-dione). The yield is 51.6%. RXN SMILES: N[C:2]1[CH:7]=[CH:6][C:5]([NH:8][C:9]2[C:18]3[C:17](=[O:19])[NH:16][CH:15]=[N:14][C:13]=3[N:12]([CH3:20])[C:11](=[O:21])[C:10]=2[CH3:22])=[C:4]([F:23])[CH:3]=1.Cl.N([O-])=O.[Na+].[I-:29].[K+]>C(O)(=O)C.O.II>[F:23][C:4]1[CH:3]=[C:2]([I:29])[CH:7]=[CH:6][C:5]=1[NH:8][C:9]1[C:18]2[C:17](=[O:19])[NH:16][CH:15]=[N:14][C:13]=2[N:12]([CH3:20])[C:11](=[O:21])[C:10]=1[CH3:22] |f:2.3,4.5|. Procedure details: The title compound was synthesized from compound 9E (1.74 g, 5.5 mmol) which was first dissolved in a 1:1 mixture of acetic acid and water (10 mL) at 0° C. Concentrated HCl (1.2 mL) in water (2 mL) was slowly added and the mixture stirred for 20 minutes. Sodium nitrite (381 mg, 5.5 mmol, 1 eq) in water (800 μL) was added and the solution stirred for 20 minutes. Potassium iodide (4.58 g, 27.6 mmol, 5 eq) and iodine (20 mg, cat) was added and the reaction allowed to RT then stirred for 1 hour at 9...